From a dataset of the Open Reaction Database (ORD), a public repository of structured organic reaction records. describe an organic reaction: reactants, conditions, products, and yield Starting materials: FC1=NC=CC=C1B(O)O (2-Fluoropyridine-3-boronic acid), C([O-])([O-])=O.[Na+].[Na+] (sodium carbonate), C(C)(C)(C)OC(=O)N(C(=O)OC(C)(C)C)C1=N[C@]2(CO[C@H](C[C@H]2CS1)COCC1=CC=CC=C1)C1=C(C=CC(=C1)Br)F (N,N-di-(tert-butyloxycarbonyl)-[(4aR,6R,8aS)-8a-(5-bromo-2-fluorophenyl)-6-benzyloxymethyl-4,4a,5,6,8,8a-hexahydro-7-oxa-3-thia-1-azanaphthalen-2-yl]amine). The reagents and catalysts are C=1C=CC(=CC1)[P](C=2C=CC=CC2)(C=3C=CC=CC3)[Pd]([P](C=4C=CC=CC4)(C=5C=CC=CC5)C=6C=CC=CC6)([P](C=7C=CC=CC7)(C=8C=CC=CC8)C=9C=CC=CC9)[P](C=1C=CC=CC1)(C=1C=CC=CC1)C=1C=CC=CC1 (tetrakis(triphenylphosphine)palladium). Run in O (water), CN(C)C=O (DMF). Conditions: temperature 85 celsius, time 7 hour. Product: FC1=C(C=C(C=C1)C=1C(=NC=CC1)F)[C@@]12CO[C@H](C[C@H]2CSC(=N1)N)COCC1=CC=CC=C1 ((4aR,6R,8aS)-8a-[2-fluoro-5-(2-fluoropyridin-3-yl)phenyl]-6-benzyloxymethyl-4,4a,5,6,8,8a-hexahydro-7-oxa-3-thia-1-azanaphthalen-2-ylamine). Yield: 33.5%. Reaction SMILES: [F:1][C:2]1[C:7](B(O)O)=[CH:6][CH:5]=[CH:4][N:3]=1.C(=O)([O-])[O-].[Na+].[Na+].C(OC([N:24]([C:32]1[S:41][CH2:40][C@H:39]2[C@:34]([C:51]3[CH:56]=[C:55](Br)[CH:54]=[CH:53][C:52]=3[F:58])([CH2:35][O:36][C@@H:37]([CH2:42][O:43][CH2:44][C:45]3[CH:50]=[CH:49][CH:48]=[CH:47][CH:46]=3)[CH2:38]2)[N:33]=1)C(OC(C)(C)C)=O)=O)(C)(C)C>CN(C=O)C.O.C1C=CC([P]([Pd]([P](C2C=CC=CC=2)(C2C=CC=CC=2)C2C=CC=CC=2)([P](C2C=CC=CC=2)(C2C=CC=CC=2)C2C=CC=CC=2)[P](C2C=CC=CC=2)(C2C=CC=CC=2)C2C=CC=CC=2)(C2C=CC=CC=2)C2C=CC=CC=2)=CC=1>[F:58][C:52]1[CH:53]=[CH:54][C:55]([C:7]2[C:2]([F:1])=[N:3][CH:4]=[CH:5][CH:6]=2)=[CH:56][C:51]=1[C@@:34]12[N:33]=[C:32]([NH2:24])[S:41][CH2:40][C@@H:39]1[CH2:38][C@H:37]([CH2:42][O:43][CH2:44][C:45]1[CH:46]=[CH:47][CH:48]=[CH:49][CH:50]=1)[O:36][CH2:35]2 |f:1.2.3,^1:68,70,89,108|. Procedure details: 2-Fluoropyridine-3-boronic acid (44.0 mg), tetrakis(triphenylphosphine)palladium (18.0 mg) and a 1 N sodium carbonate solution (312 μl) were added to a solution of N,N-di-(tert-butyloxycarbonyl)-[(4aR,6R,8aS)-8a-(5-bromo-2-fluorophenyl)-6-benzyloxymethyl-4,4a,5,6,8,8a-hexahydro-7-oxa-3-thia-1-azanaphthalen-2-yl]amine (95 mg) in DMF (6.79 ml). After replacement with nitrogen, the mixture was stirred at 85° C. for seven hours. After cooling to room temperature, the mixture was diluted with water. ...